Dataset: the Open Reaction Database (ORD), a public repository of structured organic reaction records. Task: describe an organic reaction: reactants, conditions, products, and yield Reactants: C1(CC1)C=1OC(=NN1)C=1C=C2C(=CN(C2=CC1)S(=O)(=O)C1=CC=C(C)C=C1)B1OC(C(O1)(C)C)(C)C (2-cyclopropyl-5-(3-(4,4,5,5-tetramethyl-1,3,2-dioxaborolan-2-yl)-1-tosyl-1H-indol-5-yl)-1,3,4-oxadiazole), BrC1=NC(=CN=C1)C1CC1 (2-bromo-6-cyclopropylpyrazine), P(=O)([O-])([O-])[O-].[K+].[K+].[K+] (potassium phosphate). Reagents/catalysts: C=1C=CC(=CC1)/C=C/C(=O)/C=C/C2=CC=CC=C2.C=1C=CC(=CC1)/C=C/C(=O)/C=C/C2=CC=CC=C2.C=1C=CC(=CC1)/C=C/C(=O)/C=C/C2=CC=CC=C2.[Pd].[Pd] (Pd2(dba)3), C1(CCCCC1)P(C1=C(C=CC=C1)C1=C(C=C(C=C1C(C)C)C(C)C)C(C)C)C1CCCCC1 (dicyclohexyl(2′,4′,6′-triisopropylbiphenyl-2-yl)phosphine). The solvent is O1CCOCC1 (dioxane), O (water). Conditions: temperature 100 celsius. Yields the product C1(CC1)C=1OC(=NN1)C=1C=C2C(=CN(C2=CC1)S(=O)(=O)C1=CC=C(C)C=C1)C1=NC(=CN=C1)C1CC1 (2-cyclopropyl-5-(3-(6-cyclopropylpyrazin-2-yl)-1-tosyl-1H-indol-5-yl)-1,3,4-oxadiazole). The yield is 78.3%. RXN SMILES: [CH:1]1([C:4]2[O:5][C:6]([C:9]3[CH:10]=[C:11]4[C:15](=[CH:16][CH:17]=3)[N:14]([S:18]([C:21]3[CH:27]=[CH:26][C:24]([CH3:25])=[CH:23][CH:22]=3)(=[O:20])=[O:19])[CH:13]=[C:12]4B3OC(C)(C)C(C)(C)O3)=[N:7][N:8]=2)[CH2:3][CH2:2]1.Br[C:38]1[CH:43]=[N:42][CH:41]=[C:40]([CH:44]2[CH2:46][CH2:45]2)[N:39]=1.P([O-])([O-])([O-])=O.[K+].[K+].[K+]>O1CCOCC1.O.C1C=CC(/C=C/C(/C=C/C2C=CC=CC=2)=O)=CC=1.C1C=CC(/C=C/C(/C=C/C2C=CC=CC=2)=O)=CC=1.C1C=CC(/C=C/C(/C=C/C2C=CC=CC=2)=O)=CC=1.[Pd].[Pd].C1(P(C2CCCCC2)C2C=CC=CC=2C2C(C(C)C)=CC(C(C)C)=CC=2C(C)C)CCCCC1>[CH:1]1([C:4]2[O:5][C:6]([C:9]3[CH:10]=[C:11]4[C:15](=[CH:16][CH:17]=3)[N:14]([S:18]([C:21]3[CH:27]=[CH:26][C:24]([CH3:25])=[CH:23][CH:22]=3)(=[O:20])=[O:19])[CH:13]=[C:12]4[C:38]3[CH:43]=[N:42][CH:41]=[C:40]([CH:44]4[CH2:46][CH2:45]4)[N:39]=3)=[N:7][N:8]=2)[CH2:3][CH2:2]1 |f:2.3.4.5,8.9.10.11.12|. Procedure: A brown mixture of 2-cyclopropyl-5-(3-(4,4,5,5-tetramethyl-1,3,2-dioxaborolan-2-yl)-1-tosyl-1H-indol-5-yl)-1,3,4-oxadiazole (298.4 mg, 0.590 mmol), 2-bromo-6-cyclopropylpyrazine (CombiPhos Catalysts, Inc., Princeton, N.J.; 129 mg, 0.649 mmol), Pd2(dba)3 (16.22 mg, 0.018 mmol), dicyclohexyl(2′,4′,6′-triisopropylbiphenyl-2-yl)phosphine (XPhos; 16.89 mg, 0.035 mmol), and potassium phosphate (376 mg, 1.771 mmol) in a mixture of dioxane (5.0 mL) and water (0.500 mL) was sparged with argon then heated... The reactants are Cl.FC=1C=C(C=C(C1C=1CCNCC1)F)N1C(O[C@H](C1)CN1N=NC(=C1)C)=O ((5R)-3-[3,5-difluoro-4-(1,2,3,6-tetrahydropyridin-4-yl)phenyl]-5-[(4-methyl-1,2,3-triazol-1-yl)methyl]oxazolidin-2-one hydrochloride), CC1(OC[C@H](O1)C(=O)Cl)C ((4S)-2,2-dimethyl-1,3-dioxolane-4-carbonyl chloride), O (water), Cl.FC=1C=C(C=C(C1C=1CCNCC1)F)N1C(O[C@H](C1)CN1N=NC(=C1)C)=O ((5R)-3-[3,5-difluoro-4-(1,2,3,6-tetrahydropyridin-4-yl)phenyl]-5-[(4-methyl-1,2,3-triazol-1-yl)methyl]oxazolidin-2-one hydrochloride), N1=CC=CC=C1 (Pyridine). Run in ClCCl (dichloromethane), ClCCl (dichloromethane). Reaction conditions: temperature 0 celsius, time 2 hour. Yields the product CC1(OC[C@H](O1)C(=O)N1CCC(=CC1)C1=C(C=C(C=C1F)N1C(O[C@H](C1)CN1N=NC(=C1)C)=O)F)C ((5R)-3-[4-(1-{[(4S)-2,2-Dimethyl-1,3-dioxolan-4-yl]carbonyl}-1,2,3,6-tetrahydropyridin-4-yl)-3,5-difluorophenyl]-5-[(4-methyl-1,2,3-triazol-1-yl)methyl]oxazolidin-2-one). The yield is 39.1%. Reaction SMILES: Cl.[F:2][C:3]1[CH:4]=[C:5]([N:16]2[CH2:20][C@H:19]([CH2:21][N:22]3[CH:26]=[C:25]([CH3:27])[N:24]=[N:23]3)[O:18][C:17]2=[O:28])[CH:6]=[C:7]([F:15])[C:8]=1[C:9]1[CH2:10][CH2:11][NH:12][CH2:13][CH:14]=1.N1C=CC=CC=1.[CH3:35][C:36]1([CH3:44])[O:40][C@H:39]([C:41](Cl)=[O:42])[CH2:38][O:37]1.O>ClCCl>[CH3:35][C:36]1([CH3:44])[O:40][C@H:39]([C:41]([N:12]2[CH2:11][CH:10]=[C:9]([C:8]3[C:7]([F:15])=[CH:6][C:5]([N:16]4[CH2:20][C@H:19]([CH2:21][N:22]5[CH:26]=[C:25]([CH3:27])[N:24]=[N:23]5)[O:18][C:17]4=[O:28])=[CH:4][C:3]=3[F:2])[CH2:14][CH2:13]2)=[O:42])[CH2:38][O:37]1 |f:0.1|. Reported procedure: (5R)-3-[3,5-Difluoro-4-(1,2,3,6-tetrahydropyridin-4-yl)phenyl]-5-[(4-methyl-1,2,3-triazol-1-yl)methyl]oxazolidin-2-one hydrochloride (Intermediate 53) (1.13 g, 2.75 mmol) was suspended in dichloromethane (20 ml). Pyridine (2.22 ml, 27.50 mmol) was added and the solution was cooled to 0° C. A solution of (4S)-2,2-dimethyl-1,3-dioxolane-4-carbonyl chloride (WO 01/81350, 0.89 g, 5.43 mmol) in dichloromethane (10 ml) was added. After 2 hours, the solution was poured into water, the organic phase was... Yields the product O(C1=CC=CC=C1)C=1C=C2C(N(C(C2=CC1)=O)C1=CC=2CCC(CC2C=C1)CN1CCCC1)=O (5-Phenoxy-2-(6-pyrrolidin-1-ylmethyl-5,6,7,8-tetrahydro-naphthalen-2-yl)-isoindole-1,3-dione). Reported procedure: 6-Pyrrolidin-1-ylmethyl-5,6,7,8-tetrahydro-naphthalen-2-ylamine [WO 0121577 A2] was treated with 3-phenoxyphthalic anhydride in the same manner as for 4-(2-diisopropylamino-ethoxy)-3-methoxy-phenylamine in Example A4 to give the title compound. Reaction SMILES: [N:1]1([CH2:6][CH:7]2[CH2:16][CH2:15][C:14]3[CH:13]=[C:12]([NH2:17])[CH:11]=[CH:10][C:9]=3[CH2:8]2)[CH2:5][CH2:4][CH2:3][CH2:2]1.[O:18]([C:25]1[CH:35]=[CH:34][CH:33]=[C:27]2[C:28]([O:30]C(=O)[C:26]=12)=O)[C:19]1[CH:24]=[CH:23][CH:22]=[CH:21][CH:20]=1.C(N(C(C)C)C[CH2:41][O:42]C1C=CC(N)=CC=1OC)(C)C>>[O:18]([C:25]1[CH:26]=[C:27]2[C:33](=[CH:34][CH:35]=1)[C:41](=[O:42])[N:17]([C:12]1[CH:11]=[CH:10][C:9]3[CH2:8][CH:7]([CH2:6][N:1]4[CH2:5][CH2:4][CH2:3][CH2:2]4)[CH2:16][CH2:15][C:14]=3[CH:13]=1)[C:28]2=[O:30])[C:19]1[CH:20]=[CH:21][CH:22]=[CH:23][CH:24]=1. The reactants are N1(CCCC1)CC1CC=2C=CC(=CC2CC1)N (6-Pyrrolidin-1-ylmethyl-5,6,7,8-tetrahydro-naphthalen-2-ylamine), O(C1=CC=CC=C1)C1=C2C(C(=O)OC2=O)=CC=C1 (3-phenoxyphthalic anhydride), C(C)(C)N(CCOC1=C(C=C(C=C1)N)OC)C(C)C (4-(2-diisopropylamino-ethoxy)-3-methoxy-phenylamine). Reactants: C(C)(C)(C)OC(NC1=CC(=C(C=C1)\C=C\C=1C(=NC=CC1Cl)OC)[N+](=O)[O-])=O ({4-[(E)-2-(4-chloro-2-methoxy-pyridin-3-yl)-vinyl]-3-nitro-phenyl}-carbamic acid tert-butyl ester), O (water). Run in P(OCC)(OCC)OCC (triethyl phosphite). Reaction conditions: temperature 25 celsius. Yields the product hexanes ethyl acetate, C(C)(C)(C)OC(NC1=CC=C2C=C(NC2=C1)C=1C(=NC=CC1Cl)OC)=O ([2-(4-chloro-2-methoxy-pyridin-3-yl)-1H-indol-6-yl]-carbamic acid tert-butyl ester). The yield is 24.4%. RXN SMILES: [C:1]([O:5][C:6](=[O:28])[NH:7][C:8]1[CH:13]=[CH:12][C:11](/[CH:14]=[CH:15]/[C:16]2[C:17]([O:23][CH3:24])=[N:18][CH:19]=[CH:20][C:21]=2[Cl:22])=[C:10]([N+:25]([O-])=O)[CH:9]=1)([CH3:4])([CH3:3])[CH3:2].O>P(OCC)(OCC)OCC>[C:1]([O:5][C:6](=[O:28])[NH:7][C:8]1[CH:9]=[C:10]2[C:11]([CH:14]=[C:15]([C:16]3[C:17]([O:23][CH3:24])=[N:18][CH:19]=[CH:20][C:21]=3[Cl:22])[NH:25]2)=[CH:12][CH:13]=1)([CH3:4])([CH3:3])[CH3:2]. Reported procedure: A solution of {4-[(E)-2-(4-chloro-2-methoxy-pyridin-3-yl)-vinyl]-3-nitro-phenyl}-carbamic acid tert-butyl ester (800 mg, 1.97 mmol) in triethyl phosphite (16.0 ml) was refluxed for 3 hours. The reaction mixture was cooled to 25° C., and poured into water. The aqueous phase was extracted three times with ethyl acetate. The combined organic layers were washed with brine and dried over magnesium sulfate. Filtration followed by concentration in vacuo gave a brown solid. Flash chromatography (70/30 h... Reactants: CS(=O)(=O)N1CCC(C(=O)O)CC1, CN(C(=O)c1ccc(Cl)cc1)C1CCNCC1c1ccc(Cl)c(Cl)c1, Cl. The product is CN(C(=O)c1ccc(Cl)cc1)C1CCN(C(=O)C2CCN(S(C)(=O)=O)CC2)CC1c1ccc(Cl)c(Cl)c1. Reaction SMILES: [CH3:27][S:28](=[O:29])(=[O:30])[N:31]1[CH2:32][CH2:33][CH:34]([C:37](=[O:38])[OH:39])[CH2:35][CH2:36]1.[Cl:2][c:3]1[cH:4][cH:5][c:6]([C:7](=[O:8])[N:9]([CH3:10])[CH:11]2[CH:12]([c:17]3[cH:18][c:19]([Cl:24])[c:20]([Cl:23])[cH:21][cH:22]3)[CH2:13][NH:14][CH2:15][CH2:16]2)[cH:25][cH:26]1.[ClH:1]>>[Cl:2][c:3]1[cH:4][cH:5][c:6]([C:7](=[O:8])[N:9]([CH3:10])[CH:11]2[CH:12]([c:17]3[cH:18][c:19]([Cl:24])[c:20]([Cl:23])[cH:21][cH:22]3)[CH2:13][N:14]([C:37]([CH:34]3[CH2:33][CH2:32][N:31]([S:28]([CH3:27])(=[O:29])=[O:30])[CH2:36][CH2:35]3)=[O:38])[CH2:15][CH2:16]2)[cH:25][cH:26]1. Starting materials: C1COCCN1, CCOC=C(C#N)Cc1ccccc1. The product is N#CC(=CN1CCOCC1)Cc1ccccc1. As a reaction SMILES: [CH2:15]1[CH2:16][O:17][CH2:18][CH2:19][NH:20]1.[CH2:1]([c:2]1[cH:3][cH:4][cH:5][cH:6][cH:7]1)[C:8]([C:9]#[N:10])=[CH:11][O:12][CH2:13][CH3:14]>>[CH2:1]([c:2]1[cH:3][cH:4][cH:5][cH:6][cH:7]1)[C:8]([C:9]#[N:10])=[CH:11][N:20]1[CH2:15][CH2:16][O:17][CH2:18][CH2:19]1. Reactants: FC=1C=C(C(=NC1)OC)CNC1=CC=C(C=N1)CO ({6-[(5-fluoro-2-methoxy-pyridin-3-ylmethyl)-amino]-pyridin-3-yl}-methanol), S(=S)([O-])[O-].[Na+].[Na+] (sodium thiosulfite). The solvent is O1CCCC1 (tetrahydrofuran). Conditions: time 1 hour. The product is FC=1C=C(C(=NC1)OC)CNC1=CC=C(C=N1)C=O (6-[(5-fluoro-2-methoxy-pyridin-3-ylmethyl)-amino]-pyridine-3-carbaldehyde). Reaction SMILES: [F:1][C:2]1[CH:3]=[C:4]([CH2:10][NH:11][C:12]2[N:17]=[CH:16][C:15]([CH2:18][OH:19])=[CH:14][CH:13]=2)[C:5]([O:8][CH3:9])=[N:6][CH:7]=1.S([O-])([O-])=S.[Na+].[Na+]>O1CCCC1>[F:1][C:2]1[CH:3]=[C:4]([CH2:10][NH:11][C:12]2[N:17]=[CH:16][C:15]([CH:18]=[O:19])=[CH:14][CH:13]=2)[C:5]([O:8][CH3:9])=[N:6][CH:7]=1 |f:1.2.3|. Procedure details: To {6-[(5-fluoro-2-methoxy-pyridin-3-ylmethyl)-amino]-pyridin-3-yl}-methanol (92, 0.353 g, 1.34 mmol) dissolved in 8 mL of tetrahydrofuran, Dess-Maritn periodinane (0.626 g, 1.47 mmol) was added and the reaction stirred at room temperature for 1 hour. The reaction was poured into aqueous saturated sodium thiosulfite and the aqueous layer was extracted with ethyl acetate. The combined organic layer was washed with brine, dried over sodium sulfate, filtered and the filtrate concentrated under vacu...